From a dataset of the Open Reaction Database (ORD), a public repository of structured organic reaction records. describe an organic reaction: reactants, conditions, products, and yield Starting materials: COCC(C)NC(=O)CN1CCNCC1, CCOc1cc(C(C)(C)C#N)c(Cl)cc1C1=NC(c2ccc(Cl)cc2)C(c2ccc(Cl)cc2)N1C(=O)Cl, Cl, Cl. Yields the product CCOc1cc(C(C)(C)C#N)c(Cl)cc1C1=NC(c2ccc(Cl)cc2)C(c2ccc(Cl)cc2)N1C(=O)N1CCN(CC(=O)NC(C)COC)CC1. Reaction SMILES: [CH3:40][O:41][CH2:42][CH:43]([CH3:44])[NH:45][C:46]([CH2:47][N:48]1[CH2:49][CH2:50][NH:51][CH2:52][CH2:53]1)=[O:54].[Cl:1][c:2]1[c:3]([C:33]([CH3:34])([CH3:35])[C:36]#[N:37])[cH:4][c:5]([O:30][CH2:31][CH3:32])[c:6]([C:8]2=[N:12][CH:11]([c:13]3[cH:14][cH:15][c:16]([Cl:19])[cH:17][cH:18]3)[CH:10]([c:20]3[cH:21][cH:22][c:23]([Cl:26])[cH:24][cH:25]3)[N:9]2[C:27](=[O:28])[Cl:29])[cH:7]1.[ClH:38].[ClH:39]>>[Cl:1][c:2]1[c:3]([C:33]([CH3:34])([CH3:35])[C:36]#[N:37])[cH:4][c:5]([O:30][CH2:31][CH3:32])[c:6]([C:8]2=[N:12][CH:11]([c:13]3[cH:14][cH:15][c:16]([Cl:19])[cH:17][cH:18]3)[CH:10]([c:20]3[cH:21][cH:22][c:23]([Cl:26])[cH:24][cH:25]3)[N:9]2[C:27](=[O:28])[N:51]2[CH2:50][CH2:49][N:48]([CH2:47][C:46]([NH:45][CH:43]([CH2:42][O:41][CH3:40])[CH3:44])=[O:54])[CH2:53][CH2:52]2)[cH:7]1. The reactants are ClC1=C(N=CC(=N1)NC(C(=O)N)CC(F)(F)F)C#N (2-(6-chloro-5-cyanopyrazin-2-ylamino)-4,4,4-trifluorobutanamide), NC=1C=C2C=CC=NC2=CC1 (6-aminoquinoline), C(=O)([O-])[O-].[K+].[K+] (K2CO3), C=1C=CC(=CC1)P(C=2C=CC=CC2)C3=CC=C4C=CC=CC4=C3C5=C6C=CC=CC6=CC=C5P(C=7C=CC=CC7)C=8C=CC=CC8 (BINAP). The reagents and catalysts are CC(=O)[O-].CC(=O)[O-].[Pd+2] (Pd(OAc)2). The solvent is O1CCOCC1 (dioxane). Reaction conditions: time 20 hour. Product: C(#N)C=1N=CC(=NC1NC=1C=C2C=CC=NC2=CC1)NC(C(=O)N)CC(F)(F)F (2-(5-cyano-6-(quinolin-6-ylamino)pyrazin-2-ylamino)-4,4,4-trifluorobutanamide). The yield is 5.5%. As a reaction SMILES: Cl[C:2]1[N:7]=[C:6]([NH:8][CH:9]([CH2:13][C:14]([F:17])([F:16])[F:15])[C:10]([NH2:12])=[O:11])[CH:5]=[N:4][C:3]=1[C:18]#[N:19].[NH2:20][C:21]1[CH:22]=[C:23]2[C:28](=[CH:29][CH:30]=1)[N:27]=[CH:26][CH:25]=[CH:24]2.C([O-])([O-])=O.[K+].[K+].C1C=CC(P(C2C(C3C(P(C4C=CC=CC=4)C4C=CC=CC=4)=CC=C4C=3C=CC=C4)=C3C(C=CC=C3)=CC=2)C2C=CC=CC=2)=CC=1>O1CCOCC1.CC([O-])=O.CC([O-])=O.[Pd+2]>[C:18]([C:3]1[N:4]=[CH:5][C:6]([NH:8][CH:9]([CH2:13][C:14]([F:17])([F:16])[F:15])[C:10]([NH2:12])=[O:11])=[N:7][C:2]=1[NH:20][C:21]1[CH:22]=[C:23]2[C:28](=[CH:29][CH:30]=1)[N:27]=[CH:26][CH:25]=[CH:24]2)#[N:19] |f:2.3.4,7.8.9|. Reported procedure: A mixture of 2-(6-chloro-5-cyanopyrazin-2-ylamino)-4,4,4-trifluorobutanamide (67 mg, 0.228 mmol), 6-aminoquinoline (48 mg, 0.333 mmol), K2CO3 (100 mg, 0.724 mmol), BINAP (25 mg, 0.040 mmol) and Pd(OAc)2 (10 mg, 0.044 mmol) in dioxane (2 mL) was degassed with Ar, then was stirred at 110 C for 20 h. The mixture was concentrated in vacuo. The residue was purified by HPLC to give 2-(5-cyano-6-(quinolin-6-ylamino)pyrazin-2-ylamino)-4,4,4-trifluorobutanamide (5 mg). Reactants: CC(=O)OO, COc1cc(C=O)ccc1OCc1ccccc1, CC(=O)O. Yields the product COc1cc(O)ccc1OCc1ccccc1. RXN SMILES: [C:19]([O:20][OH:22])(=[O:21])[CH3:23].[CH2:1]([c:2]1[cH:3][cH:4][cH:5][cH:6][cH:7]1)[O:8][c:9]1[c:10]([O:17][CH3:18])[cH:11][c:12]([CH:13]=[O:14])[cH:15][cH:16]1.[CH3:24][C:25](=[O:26])[OH:27]>>[CH2:1]([c:2]1[cH:3][cH:4][cH:5][cH:6][cH:7]1)[O:8][c:9]1[c:10]([O:17][CH3:18])[cH:11][c:12]([OH:21])[cH:15][cH:16]1. The reactants are O=C([O-])[O-], CN(C)C=O, Oc1cc(Cl)c(Oc2ncc(C(F)(F)F)cc2Br)cc1Cl, ClCC=C(Cl)Cl, [K+], [K+]. The product is FC(F)(F)c1cnc(Oc2cc(Cl)c(OCC=C(Cl)Cl)cc2Cl)c(Br)c1. RXN SMILES: [C:22](=[O:23])([O-:24])[O-:25].[CH3:34][N:35]([CH3:36])[CH:37]=[O:38].[Cl:1][c:2]1[c:3]([OH:21])[cH:4][c:5]([Cl:20])[c:6]([O:8][c:9]2[n:10][cH:11][c:12]([C:16]([F:17])([F:18])[F:19])[cH:13][c:14]2[Br:15])[cH:7]1.[Cl:28][C:29](=[CH:30][CH2:31][Cl:32])[Cl:33].[K+:26].[K+:27]>>[Cl:1][c:2]1[c:3]([O:21][CH2:31][CH:30]=[C:29]([Cl:28])[Cl:33])[cH:4][c:5]([Cl:20])[c:6]([O:8][c:9]2[n:10][cH:11][c:12]([C:16]([F:17])([F:18])[F:19])[cH:13][c:14]2[Br:15])[cH:7]1. Starting materials: [BH4-].[Na+] (Sodium borohydride), FC=1C=C(C=O)C=C(C1SC)F (3,5-Difluoro-4-(methylthio)benzaldehyde). The solvent is CO (methanol), C(Cl)Cl (DCM). Yields the product FC=1C=C(C=C(C1SC)F)CO ([3,5-Difluoro-4-(methylthio)phenyl]methanol). RXN SMILES: [BH4-].[Na+].[F:3][C:4]1[CH:5]=[C:6]([CH:9]=[C:10]([F:14])[C:11]=1[S:12][CH3:13])[CH:7]=[O:8]>CO.C(Cl)Cl>[F:14][C:10]1[CH:9]=[C:6]([CH2:7][OH:8])[CH:5]=[C:4]([F:3])[C:11]=1[S:12][CH3:13] |f:0.1|. Procedure details: Sodium borohydride (25 mg, 0.66 mmol) was added to a 0° C. slurry of the product of step A (124 mg, 0.659 mmol) in methanol (4.39 mL). After 30 min the reaction mixture was warmed to room temperature, and at 1.5 h the reaction was diluted with DCM and quenched with 0.1 N HCl. The aqueous was extracted with DCM (2×) and then washed with saturated aqueous NaCl (1×). The combined organic layer was dried over Na2SO4, filtered and evaporated in vacuo to yield the title compound. 1H NMR (500 MHz, CDCl... Starting materials: CC(=O)O, CC(C)Oc1ccnc2ccc(C=C3SC(NC4CC4c4ccccc4)=NC3=O)nc12, CC(C)Oc1c(C#N)cnc2ccc(C=C3SC(NCc4ccccc4Cl)=NC3=O)nc12, O. Product: CC(C)Oc1ccnc2ccc(C=C3SC(NCc4ccccc4Cl)=NC3=O)nc12. RXN SMILES: [C:64]([OH:65])(=[O:66])[CH3:67].[CH:33]([O:34][c:35]1[cH:36][cH:37][n:38][c:39]2[c:40]1[n:41][c:42]([CH:43]=[C:44]1[S:45][C:46]([NH:47][CH:48]3[CH2:49][CH:50]3[c:51]3[cH:52][cH:53][cH:54][cH:55][cH:56]3)=[N:57][C:58]1=[O:59])[cH:60][cH:61]2)([CH3:62])[CH3:63].[Cl:1][c:2]1[c:3]([CH2:4][NH:5][C:6]2=[N:10][C:9](=[O:11])[C:8](=[CH:12][c:13]3[n:14][c:15]4[c:16]([O:25][CH:26]([CH3:27])[CH3:28])[c:17]([C:23]#[N:24])[cH:18][n:19][c:20]4[cH:21][cH:22]3)[S:7]2)[cH:29][cH:30][cH:31][cH:32]1.[OH2:68]>>[Cl:1][c:2]1[c:3]([CH2:4][NH:5][C:6]2=[N:10][C:9](=[O:11])[C:8](=[CH:12][c:13]3[n:14][c:15]4[c:16]([O:25][CH:26]([CH3:27])[CH3:28])[cH:17][cH:18][n:19][c:20]4[cH:21][cH:22]3)[S:7]2)[cH:29][cH:30][cH:31][cH:32]1.